Dataset: the Open Reaction Database (ORD), a public repository of structured organic reaction records. Task: describe an organic reaction: reactants, conditions, products, and yield Reactants: O=C1N(CCC1)CC(=O)OCC (ethyl 2-oxo-1-pyrrolidineacetate), CC(CN)(CC(CCN)C)C (2,2,4-trimethyl-1,6-diaminohexane). Run in CO (methanol). Product: CC(C(N)C(CN1C(CCC1)=O)=O)(CC(CC(N)C(CN1C(CCC1)=O)=O)C)C (2,2,4-Trimethyl-1,6-bis-(2-oxo-1-pyrrolidineacetyl)-1,6-diaminohexane). As a reaction SMILES: [O:1]=[C:2]1[CH2:6][CH2:5][CH2:4][N:3]1[CH2:7][C:8]([O:10]CC)=O.[CH3:13][C:14]([CH3:23])([CH2:17][CH:18]([CH3:22])[CH2:19][CH2:20][NH2:21])[CH2:15][NH2:16]>CO>[CH3:13][C:14]([CH3:23])([CH2:17][CH:18]([CH3:22])[CH2:19][CH:20]([C:8](=[O:10])[CH2:7][N:3]1[CH2:4][CH2:5][CH2:6][C:2]1=[O:1])[NH2:21])[CH:15]([C:8](=[O:10])[CH2:7][N:3]1[CH2:4][CH2:5][CH2:6][C:2]1=[O:1])[NH2:16]. Reported procedure: 8.55 g (0.05 mol) of ethyl 2-oxo-1-pyrrolidineacetate and 3.95 g (0.025 mol) of 2,2,4-trimethyl-1,6-diaminohexane are boiled in 5 ml of absolute methanol for 22 hours, moisture being excluded. After evaporating off the solvent, the residue is chromatographed on silica gel from methanol/water (80:30). Chromatography is then carried out a second time from methanol/water/acetic acid (20:7.5:2.5), and finally the water and the acetic acid are removed by chromatography on aluminium oxide. The product...